Task: describe an organic reaction: reactants, conditions, products, and yield. Dataset: the Open Reaction Database (ORD), a public repository of structured organic reaction records Starting materials: CC(=O)OO, CCCCOC(C)=O, CCOC(C)=O, Cc1cccc(C)[n+]1[O-], O=CC1CCCCC1. Product: O=C(O)C1CCCCC1. As a reaction SMILES: [C:18]([O:19][OH:20])(=[O:21])[CH3:22].[C:23]([O:24][CH2:25][CH2:26][CH2:27][CH3:28])(=[O:29])[CH3:30].[CH3:31][CH2:32][O:33][C:34](=[O:35])[CH3:36].[CH3:9][c:10]1[cH:11][cH:12][cH:13][c:14]([CH3:15])[n+:16]1[O-:17].[CH:1]1([CH:7]=[O:8])[CH2:2][CH2:3][CH2:4][CH2:5][CH2:6]1>>[CH:1]1([C:7]([OH:8])=[O:17])[CH2:2][CH2:3][CH2:4][CH2:5][CH2:6]1. The reactants are FC(C1=CC=C(COC2=C(C(=O)OCC3=CC=C(C=C3)C(F)(F)F)C=C(C=C2)C=O)C=C1)(F)F (4-trifluoromethylbenzyl 2-(4-trifluoromethylbenzyloxy)-5-formylbenzoate), C(C1=CC=CC=C1)OC1=C(C(=O)O)C=C(C=C1)C=O (2-benzyloxy-5-formylbenzoic acid). The product is FC(C1=CC=C(COC2=C(C(=O)O)C=C(C=C2)C=O)C=C1)(F)F (2-(4-Trifluoromethylbenzyloxy)-5-formylbenzoic acid), powder. The yield is 67.0%. Reaction SMILES: [F:1][C:2]([F:34])([F:33])[C:3]1[CH:32]=[CH:31][C:6]([CH2:7][O:8][C:9]2[CH:28]=[CH:27][C:26]([CH:29]=[O:30])=[CH:25][C:10]=2[C:11]([O:13]CC2C=CC(C(F)(F)F)=CC=2)=[O:12])=[CH:5][CH:4]=1.C(OC1C=CC(C=O)=CC=1C(O)=O)C1C=CC=CC=1>>[F:1][C:2]([F:33])([F:34])[C:3]1[CH:32]=[CH:31][C:6]([CH2:7][O:8][C:9]2[CH:28]=[CH:27][C:26]([CH:29]=[O:30])=[CH:25][C:10]=2[C:11]([OH:13])=[O:12])=[CH:5][CH:4]=1. Reported procedure: 2-(4-Trifluoromethylbenzyloxy)-5-formylbenzoic acid was prepared from 4-trifluoromethylbenzyl 2-(4-trifluoromethylbenzyloxy)-5-formylbenzoate (1.41 g, 1 eq) using the same procedure as for 2-benzyloxy-5-formylbenzoic acid. The product was obtained as a white powder (764 mg, 67%). 1H NMR (CDCl3) δ9.97 (s, 1H, O═C—H), 5.41 (s, 2H, CH2Ar).